From a dataset of the Open Reaction Database (ORD), a public repository of structured organic reaction records. describe an organic reaction: reactants, conditions, products, and yield Starting materials: C(C)O (ethanol), NC(C(=O)O)CCC1=C(C=CC=C1)N (2-amino-4-(2-aminophenyl)butyric acid), C[Si](N[Si](C)(C)C)(C)C (hexamethyldisilazane), Cl[Si](C)(C)C (chlorotrimethylsilane). The solvent is C=1(C(=CC=CC1)C)C (xylene). Yields the product NC1C(NC2=C(CC1)C=CC=C2)=O (3-amino-2,3,4,5-tetrahydro-1H-[1]benzazepin-2-one). As a reaction SMILES: [NH2:1][CH:2]([CH2:6][CH2:7][C:8]1[CH:13]=[CH:12][CH:11]=[CH:10][C:9]=1[NH2:14])[C:3](O)=[O:4].C[Si](C)(C)N[Si](C)(C)C.Cl[Si](C)(C)C.C(O)C>C1(C)C(C)=CC=CC=1>[NH2:1][CH:2]1[CH2:6][CH2:7][C:8]2[CH:13]=[CH:12][CH:11]=[CH:10][C:9]=2[NH:14][C:3]1=[O:4]. Procedure: Alternatively, a solution of 2-amino-4-(2-nitrophenyl)butyric acid hydrochloride (2.5 g) in water (200 ml) was hydrogenated at room temperature and atmospheric pressure, using 10% Pd-C (0.5 g) as catalyst. After uptake of hydrogen ceased, the catalyst was filtered off, and the filtrate evaporated to dryness. The residue was dissolved in water (50 ml) and the pH adjusted to 7 by the addition of 10% sodium hydroxide. The solid was filtered off, washed with water, and dried to give 2-amino-4-(2-ami... Starting materials: ClC1=CC=C(OC2=CC=C(C=C2)NC2=NN=C(O2)C(=O)NC=2C=CC(=NC2)N2CCC(CC2)C(=O)OC)C=C1 (methyl 1-(5-{[(5-{[4-(4-chlorophenoxy)phenyl]amino}-1,3,4-oxadiazol-2-yl)carbonyl]amino}pyridin-2-yl)piperidine-4-carboxylate), [OH-].[Na+] (NaOH). The solvent is CO (MeOH). Conditions: time 8 hour. Yields the product ClC1=CC=C(OC2=CC=C(C=C2)NC2=NN=C(O2)C(=O)NC=2C=CC(=NC2)N2CCC(CC2)C(=O)O)C=C1 (1-(5-{[(5-{[4-(4-Chlorophenoxy)phenyl]amino}-1,3,4-oxadiazol-2-yl)carbonyl]amino}pyridin-2-yl)piperidine-4-carboxylic acid). Yield: 85.6%. Reaction SMILES: [Cl:1][C:2]1[CH:39]=[CH:38][C:5]([O:6][C:7]2[CH:12]=[CH:11][C:10]([NH:13][C:14]3[O:18][C:17]([C:19]([NH:21][C:22]4[CH:23]=[CH:24][C:25]([N:28]5[CH2:33][CH2:32][CH:31]([C:34]([O:36]C)=[O:35])[CH2:30][CH2:29]5)=[N:26][CH:27]=4)=[O:20])=[N:16][N:15]=3)=[CH:9][CH:8]=2)=[CH:4][CH:3]=1.[OH-].[Na+]>CO>[Cl:1][C:2]1[CH:39]=[CH:38][C:5]([O:6][C:7]2[CH:8]=[CH:9][C:10]([NH:13][C:14]3[O:18][C:17]([C:19]([NH:21][C:22]4[CH:23]=[CH:24][C:25]([N:28]5[CH2:33][CH2:32][CH:31]([C:34]([OH:36])=[O:35])[CH2:30][CH2:29]5)=[N:26][CH:27]=4)=[O:20])=[N:16][N:15]=3)=[CH:11][CH:12]=2)=[CH:4][CH:3]=1 |f:1.2|. Procedure: To a stirred solution of methyl 1-(5-{[(5-{[4-(4-chlorophenoxy)phenyl]amino}-1,3,4-oxadiazol-2-yl)carbonyl]amino}pyridin-2-yl)piperidine-4-carboxylate (Example 638; 340 mg, 0.62 mmol) in MeOH (5 mL) was added 2M NaOH (1.5 mL, 3.10 mmol) and the reaction mixture was allowed to stir at ambient temperature overnight. The solvent was evaporated and the aqueous residue adjusted to pH ˜1-2 with 2M HCl, the solid was filtered and dried to give the title compound (284 mg, 0.531 mmol, 86%); 1H NMR δ 1.79...